The task is: describe an organic reaction: reactants, conditions, products, and yield. This data is from the Open Reaction Database (ORD), a public repository of structured organic reaction records. Starting materials: FC1=C(OC2=CC3=C(N=C(N=C3)NC3CCN(CC3)C(=O)OCC)N(C2=O)C)C=CC=C1 (ethyl 4-{[6-(2-fluorophenoxy)-8-methyl-7-oxo-7,8-dihydropyrido[2,3-d]pyrimidin-2-yl]amino}piperidine-1-carboxylate), I[Si](C)(C)C (iodotrimethylsilane), I[Si](C)(C)C (iodotrimethylsilane). The solvent is CO (methanol), ClCCl (dichloromethane). Run at time 4 hour. Product: FC1=C(OC2=CC3=C(N=C(N=C3)NC3CCNCC3)N(C2=O)C)C=CC=C1 (6-(2-fluorophenoxy)-8-methyl-2-(4-piperidylamino)pyrido[2,3-d]pyrimidin-7(8H)-one). RXN SMILES: [F:1][C:2]1[CH:32]=[CH:31][CH:30]=[CH:29][C:3]=1[O:4][C:5]1[C:26](=[O:27])[N:25]([CH3:28])[C:8]2[N:9]=[C:10]([NH:13][CH:14]3[CH2:19][CH2:18][N:17](C(OCC)=O)[CH2:16][CH2:15]3)[N:11]=[CH:12][C:7]=2[CH:6]=1.I[Si](C)(C)C>ClCCl.CO>[F:1][C:2]1[CH:32]=[CH:31][CH:30]=[CH:29][C:3]=1[O:4][C:5]1[C:26](=[O:27])[N:25]([CH3:28])[C:8]2[N:9]=[C:10]([NH:13][CH:14]3[CH2:15][CH2:16][NH:17][CH2:18][CH2:19]3)[N:11]=[CH:12][C:7]=2[CH:6]=1. Reported procedure: A mixture of the free base of ethyl 4-{[6-(2-fluorophenoxy)-8-methyl-7-oxo-7,8-dihydropyrido[2,3-d]pyrimidin-2-yl]amino}piperidine-1-carboxylate (0.500 g, 1.13 mmol) and iodotrimethylsilane (0.32 mL, 2.27 mmol) in 5 mL dichloromethane was refluxed. After 4 hours, additional iodotrimethylsilane (0.32 mL, 2.27 mmol) was added and the reaction stirred at room temperature for 3 days. The reaction was diluted with methanol and evaporated, with the residue taken up in a methanolic solution of sodium m... Reactants: C([O-])([O-])=O.[K+].[K+] (potassium carbonate), NC1=CC=CC=C1 (aniline), acyl chloride, methyl oxalyl chloride, amide, ketone, C(C)O (ethanol), CCOC(=O)C (EtOAc). Reagents/catalysts: [Pt](=O)=O (platinum (IV) oxide), [Pt](=O)=O (platinum (IV) oxide), [Pd] (palladium on carbon). Solvent: CO (methanol), C1(=CC=CC=C1)C (toluene). The product is N1C=CCC2=CC=CC=C12 (1,4-dihydroquinoline). Reaction SMILES: [CH2:1](O)[CH3:2].[CH3:4]COC(C)=O.[NH2:10][C:11]1[CH:16]=[CH:15][CH:14]=[CH:13][CH:12]=1.C(=O)([O-])[O-].[K+].[K+]>[Pd].[Pt](=O)=O.CO.C1(C)C=CC=CC=1>[NH:10]1[C:11]2[C:16](=[CH:15][CH:14]=[CH:13][CH:12]=2)[CH2:2][CH:1]=[CH:4]1 |f:3.4.5|. Procedure: In Step A, a substituted benzaldehyde is condensed with a substituted acetophenone or 1-pyridin-3-yl-ethanone (V), in the presence of an inorganic base such as NaOH, in a polar protic solvent such as MeOH, to give the corresponding α,β-unsaturated ketone of formula (VI). This product can be reduced to the corresponding saturated ketone by hydrogenation in presence of a catalyst, such as platinum (IV) oxide, in a mixture of polar solvents, such as ethanol and EtOAc, as described in Step B. When R...